From a dataset of the Open Reaction Database (ORD), a public repository of structured organic reaction records. describe an organic reaction: reactants, conditions, products, and yield The reactants are C(C)N(C(=O)C1=C(C=CC=C1)S(=O)C=1[C@@H]([C@H]2N(C1C(=O)OCC1=CC=C(C=C1)[N+](=O)[O-])C([C@@H]2[C@@H](C)O[Si](C)(C)C(C)(C)C)=O)C)CC (4-nitrobenzyl (1R,5S,6S)-2-(2-diethylcarbamoylphenylsulfinyl)-1-methyl-6-[1(R)-t-butyldimethylsilyloxyethyl]-1-carbapen-2-em-3-carboxylate), C1(=CC=CC=C1)S (thiophenol). Yields the product [Si](C)(C)(C(C)(C)C)O[C@H](C)[C@@H]1[C@@H]2N(C(=C([C@@H]2C)SC2=CC=CC=C2)C(=O)OCC2=CC=C(C=C2)[N+](=O)[O-])C1=O (4-Nitrobenzyl (1R,5S,6S)-6-[1(R)-t-butyldimethylsilyloxyethyl]-1-methyl-2-phenylthio-1-carbapen-2-em-3-carboxylate). Yield: 72.0%. As a reaction SMILES: C(N(CC)C([C:6]1[CH:11]=[CH:10][CH:9]=[CH:8][C:7]=1[S:12]([C:14]1[C@H:15]([CH3:45])[C@@H:16]2[C@@H:33]([C@H:34]([O:36][Si:37]([C:40]([CH3:43])([CH3:42])[CH3:41])([CH3:39])[CH3:38])[CH3:35])[C:32](=[O:44])[N:17]2[C:18]=1[C:19]([O:21][CH2:22][C:23]1[CH:28]=[CH:27][C:26]([N+:29]([O-:31])=[O:30])=[CH:25][CH:24]=1)=[O:20])=O)=O)C.C1(S)C=CC=CC=1>>[Si:37]([O:36][C@@H:34]([C@H:33]1[C:32](=[O:44])[N:17]2[C:18]([C:19]([O:21][CH2:22][C:23]3[CH:24]=[CH:25][C:26]([N+:29]([O-:31])=[O:30])=[CH:27][CH:28]=3)=[O:20])=[C:14]([S:12][C:7]3[CH:8]=[CH:9][CH:10]=[CH:11][CH:6]=3)[C@H:15]([CH3:45])[C@H:16]12)[CH3:35])([C:40]([CH3:41])([CH3:42])[CH3:43])([CH3:39])[CH3:38]. Procedure details: Following a procedure similar to that described in Example 21(b), but using 4-nitrobenzyl (1R,5S,6S)-2-(2-diethylcarbamoylphenylsulfinyl)-1-methyl-6-[1(R)-t-butyldimethylsilyloxyethyl]-1-carbapen-2-em-3-carboxylate (prepared as described in Example 39) and thiophenol as starting materials, in relative proportions similar to those used in that Example, the title compound was obtained as crystals in a yield of 72%. Recrystallization of this product from a mixture of ethyl acetate and hexane afford... Reactants: Cl.Cl.N1C=NC(=C1)CN1CCN(CC2=C1C=C(C=C2)N)C(=O)C2=CC=CC1=CC=CC=C21 (2,3,4,5-Tetrahydro-1-(1H-imidazol-4-ylmethyl)-4-(1-naphthalenylcarbonyl)-8-amino-1H-1,4-benzodiazepine, dihydrochloride), O1C=C(C=C1)C(=O)O (3-furoic acid). The product is Cl.Cl.N1C=NC(=C1)CN1CCN(CC2=C1C=C(C=C2)NC(=O)C2=COC=C2)C(=O)C2=CC=CC1=CC=CC=C21 (N-[2,3,4,5-Tetrahydro-1-(1H-imidazol-4-ylmethyl)-4-(1-naphthalenylcarbonyl)-1H-1,4-benzodiazepin-8-yl]-3-furancarboxamide, dihydrochloride). Reaction SMILES: [ClH:1].Cl.[NH:3]1[CH:7]=[C:6]([CH2:8][N:9]2[C:15]3[CH:16]=[C:17]([NH2:20])[CH:18]=[CH:19][C:14]=3[CH2:13][N:12]([C:21]([C:23]3[C:32]4[C:27](=[CH:28][CH:29]=[CH:30][CH:31]=4)[CH:26]=[CH:25][CH:24]=3)=[O:22])[CH2:11][CH2:10]2)[N:5]=[CH:4]1.[O:33]1[CH:37]=[CH:36][C:35]([C:38](O)=[O:39])=[CH:34]1>>[ClH:1].[ClH:1].[NH:3]1[CH:7]=[C:6]([CH2:8][N:9]2[C:15]3[CH:16]=[C:17]([NH:20][C:38]([C:35]4[CH:36]=[CH:37][O:33][CH:34]=4)=[O:39])[CH:18]=[CH:19][C:14]=3[CH2:13][N:12]([C:21]([C:23]3[C:32]4[C:27](=[CH:28][CH:29]=[CH:30][CH:31]=4)[CH:26]=[CH:25][CH:24]=3)=[O:22])[CH2:11][CH2:10]2)[N:5]=[CH:4]1 |f:0.1.2,4.5.6|. Procedure details: Example 63 was prepared as a yellow solid from Example 26 and 3-furoic acid as described for Example 62. Starting materials: O=C(O)c1cccnc1Cl, COc1cccc(-c2cc(F)c(N)c(F)c2)c1. Yields the product COc1cccc(-c2cc(F)c(Nc3ncccc3C(=O)O)c(F)c2)c1. Reaction SMILES: [Cl:18][c:19]1[c:20]([C:21](=[O:22])[OH:23])[cH:24][cH:25][cH:26][n:27]1.[F:1][c:2]1[cH:3][c:4](-[c:10]2[cH:11][c:12]([O:16][CH3:17])[cH:13][cH:14][cH:15]2)[cH:5][c:6]([F:9])[c:7]1[NH2:8]>>[F:1][c:2]1[cH:3][c:4](-[c:10]2[cH:11][c:12]([O:16][CH3:17])[cH:13][cH:14][cH:15]2)[cH:5][c:6]([F:9])[c:7]1[NH:8][c:19]1[c:20]([C:21](=[O:22])[OH:23])[cH:24][cH:25][cH:26][n:27]1. The reactants are Cc1ccccc1, Fc1ccc(-c2cc[nH]c2-c2ccc(F)cc2)cc1, O=CC(F)(F)F, O. Product: OC(c1cc(-c2ccc(F)cc2)c(-c2ccc(F)cc2)[nH]1)C(F)(F)F. As a reaction SMILES: [CH3:27][c:28]1[cH:29][cH:30][cH:31][cH:32][cH:33]1.[F:1][c:2]1[cH:3][cH:4][c:5](-[c:8]2[nH:9][cH:10][cH:11][c:12]2-[c:13]2[cH:14][cH:15][c:16]([F:19])[cH:17][cH:18]2)[cH:6][cH:7]1.[F:21][C:22]([CH:23]=[O:24])([F:25])[F:26].[OH2:20]>>[F:1][c:2]1[cH:3][cH:4][c:5](-[c:8]2[nH:9][c:10]([CH:23]([C:22]([F:21])([F:25])[F:26])[OH:24])[cH:11][c:12]2-[c:13]2[cH:14][cH:15][c:16]([F:19])[cH:17][cH:18]2)[cH:6][cH:7]1. The reactants are C(C)(C)(C)OC(=O)N1CCN(CC1)C(NC(=O)OCC1=CC=C(C=C1)[N+](=O)[O-])=N (4-t-butoxycarbonyl-1-(4-nitrobenzyloxycarbonylamidino)piperazine), FC(C(=O)O)(F)F (trifluoroacetic acid). Reaction conditions: time 30 minute. The product is FC(C(=O)O)(F)F.FC(C(=O)O)(F)F.[N+](=O)([O-])C1=CC=C(COC(=O)NC(=N)N2CCNCC2)C=C1 (1-(4-Nitrobenzyloxycarbonylamidino)piperazine bis(trifluoroacetate)). Reaction SMILES: C(OC([N:8]1[CH2:13][CH2:12][N:11]([C:14](=[NH:29])[NH:15][C:16]([O:18][CH2:19][C:20]2[CH:25]=[CH:24][C:23]([N+:26]([O-:28])=[O:27])=[CH:22][CH:21]=2)=[O:17])[CH2:10][CH2:9]1)=O)(C)(C)C.[F:30][C:31]([F:36])([F:35])[C:32]([OH:34])=[O:33]>>[F:30][C:31]([F:36])([F:35])[C:32]([OH:34])=[O:33].[F:30][C:31]([F:36])([F:35])[C:32]([OH:34])=[O:33].[N+:26]([C:23]1[CH:22]=[CH:21][C:20]([CH2:19][O:18][C:16]([NH:15][C:14]([N:11]2[CH2:10][CH2:9][NH:8][CH2:13][CH2:12]2)=[NH:29])=[O:17])=[CH:25][CH:24]=1)([O-:28])=[O:27] |f:2.3.4|. Reported procedure: 750 mg of 4-t-butoxycarbonyl-1-(4-nitrobenzyloxycarbonylamidino)piperazine [prepared as described in Preparation 92(b)] were dissolved in 12 ml of trifluoroacetic acid, and the resulting solution was stirred at room temperature for 30 minutes. At the end of this time, the reaction mixture was concentrated by evaporation under reduced pressure, and diethyl ether was added to the residue. The powder thus formed was washed three times with diethyl ether and then dried to obtain 1010 mg of the title... Reactants: C(C)(C)(C)OC(=O)N1[C@@H](C[C@@H](C1)O)C(=O)O ((2S,4S)-1-(tert-Butoxycarbonyl)-4-hydroxypyrrolidine-2-carboxylic acid), N1C=NC=C1 (imidazole), CN(C=O)C (dimethylformamide), C(C)(C)(C)[Si](C)(C)Cl (tert-butylchlorodimethylsilane). The solvent is ClCCl (dichloromethane), O (water). Conditions: time 18 hour. Yields the product C(C)(C)(C)OC(=O)N1[C@@H](C[C@@H](C1)O[Si](C)(C)C(C)(C)C)C(=O)O ((2S,4S)-1-(tert-butoxycarbonyl)-4-(tert-butyldimethylsilyloxy)pyrrolidine-2-carboxylic acid). As a reaction SMILES: [C:1]([O:5][C:6]([N:8]1[CH2:12][C@@H:11]([OH:13])[CH2:10][C@H:9]1[C:14]([OH:16])=[O:15])=[O:7])([CH3:4])([CH3:3])[CH3:2].N1C=CN=C1.CN(C)C=O.[C:27]([Si:31](Cl)([CH3:33])[CH3:32])([CH3:30])([CH3:29])[CH3:28]>ClCCl.O>[C:1]([O:5][C:6]([N:8]1[CH2:12][C@@H:11]([O:13][Si:31]([C:27]([CH3:30])([CH3:29])[CH3:28])([CH3:33])[CH3:32])[CH2:10][C@H:9]1[C:14]([OH:16])=[O:15])=[O:7])([CH3:4])([CH3:2])[CH3:3]. Reported procedure: (2S,4S)-1-(tert-Butoxycarbonyl)-4-hydroxypyrrolidine-2-carboxylic acid (5.31 g, 22.96 mmol) and imidazole (7.82 g, 115 mmol) were combined in dichloromethane (106 mL) and dimethylformamide (22 mL) at ambient temperature and treated with portionwise addition of tert-butylchlorodimethylsilane (7.61 g, 50.5 mmol). The mixture was stirred for 18 hours then diluted with water and extracted into ethyl acetate and concentrated to provide the title compound. Starting materials: [Si](C)(C)(C)C=[N+]=[N-] (TMS-diazomethane), hexanes, BrC=1C=C(C=CC1)CC(=O)O (2-(3-bromophenyl)acetic acid). The solvent is C1=CC=CC=C1.CO (benzene methanol). Conditions: time 7 day. Product: BrC=1C=C(C=CC1)CC(=O)OC (Methyl 2-(3-bromophenyl)acetate). Yield: 69.7%. RXN SMILES: [Br:1][C:2]1[CH:3]=[C:4]([CH2:8][C:9]([OH:11])=[O:10])[CH:5]=[CH:6][CH:7]=1.[Si](C=[N+]=[N-])(C)(C)[CH3:13]>C1C=CC=CC=1.CO>[Br:1][C:2]1[CH:3]=[C:4]([CH2:8][C:9]([O:11][CH3:13])=[O:10])[CH:5]=[CH:6][CH:7]=1 |f:2.3|. Procedure details: A solution of 2-(3-bromophenyl)acetic acid (2.64 g, 12.28 mmol) in 8:2 benzene/methanol (50 mL) was cooled to 0° C., then treated with the dropwise addition of 2.0 M TMS-diazomethane in hexanes (6.14 mL, 12.28 mmol) over 10 minutes. The mixture was allowed to come to room temperature and stirred for 7 days. The mixture was concentrated in-vacuo, and the residue was purified over silica gel, eluting with 10% ethyl acetate/hexanes to yield the title compound (1.96 g, 8.56 mmol, 69.7% yield) as a c...